From a dataset of the Open Reaction Database (ORD), a public repository of structured organic reaction records. describe an organic reaction: reactants, conditions, products, and yield Starting materials: CCN(C(C)C)C(C)C, Oc1cc(-c2ccnc(Cl)c2)nc2ccccc12, ClCCl, O=P(Cl)(Cl)Cl. Product: Clc1cc(-c2cc(Cl)c3ccccc3n2)ccn1. Reaction SMILES: [CH:24]([N:25]([CH2:26][CH3:27])[CH:28]([CH3:29])[CH3:30])([CH3:31])[CH3:32].[Cl:1][c:2]1[n:3][cH:4][cH:5][c:6](-[c:8]2[n:9][c:10]3[cH:11][cH:12][cH:13][cH:14][c:15]3[c:16]([OH:18])[cH:17]2)[cH:7]1.[Cl:33][CH2:34][Cl:35].[P:19]([Cl:20])([Cl:21])([Cl:22])=[O:23]>>[Cl:1][c:2]1[n:3][cH:4][cH:5][c:6](-[c:8]2[n:9][c:10]3[cH:11][cH:12][cH:13][cH:14][c:15]3[c:16]([Cl:21])[cH:17]2)[cH:7]1.